Dataset: the Open Reaction Database (ORD), a public repository of structured organic reaction records. Task: describe an organic reaction: reactants, conditions, products, and yield Reactants: CC(C)(C)OC(=O)c1ccc(NC(=O)c2ccc3cc[nH]c3c2)cc1, CCCC[N+](CCCC)(CCCC)CCCC, COc1ccc(C)cc1S(=O)(=O)Cl, [Na+], [OH-], O=S(=O)([O-])O. Yields the product COc1ccc(C)cc1S(=O)(=O)n1ccc2ccc(C(=O)Nc3ccc(C(=O)OC(C)(C)C)cc3)cc21. RXN SMILES: [C:1]([CH3:2])([CH3:3])([CH3:4])[O:5][C:6]([c:7]1[cH:8][cH:9][c:10]([NH:13][C:14](=[O:15])[c:16]2[cH:17][cH:18][c:19]3[cH:20][cH:21][nH:22][c:23]3[cH:24]2)[cH:11][cH:12]1)=[O:25].[CH2:46]([N+:47]([CH2:48][CH2:49][CH2:50][CH3:51])([CH2:52][CH2:53][CH2:54][CH3:55])[CH2:56][CH2:57][CH2:58][CH3:59])[CH2:60][CH2:61][CH3:62].[CH3:28][O:29][c:30]1[c:31]([S:37](=[O:38])(=[O:39])[Cl:40])[cH:32][c:33]([CH3:36])[cH:34][cH:35]1.[Na+:27].[OH-:26].[S:41]([O-:42])([OH:43])(=[O:44])=[O:45]>>[C:1]([CH3:2])([CH3:3])([CH3:4])[O:5][C:6]([c:7]1[cH:8][cH:9][c:10]([NH:13][C:14](=[O:15])[c:16]2[cH:17][cH:18][c:19]3[cH:20][cH:21][n:22]([S:37]([c:31]4[c:30]([O:29][CH3:28])[cH:35][cH:34][c:33]([CH3:36])[cH:32]4)(=[O:38])=[O:39])[c:23]3[cH:24]2)[cH:11][cH:12]1)=[O:25].